Dataset: the Open Reaction Database (ORD), a public repository of structured organic reaction records. Task: describe an organic reaction: reactants, conditions, products, and yield Starting materials: ClC1=C(C(=NC(=N1)N)NCC1=NC=C(C(=C1C)OC)C)N (6-chloro-N4-(4-methoxy-3,5-dimethyl-pyridin-2-ylmethyl)-pyrimidine-2,4,5-triamine), N(=O)[O-].[Na+] (NaNO2). The product is ClC=1C2=C(N=C(N1)N)N(N=N2)CC2=NC=C(C(=C2C)OC)C (7-chloro-3-(4-methoxy-3,5-dimethyl-pyridin-2-ylmethyl)-3H-[1,2,3]triazolo[4,5-d]pyrimidin-5-ylamine). RXN SMILES: [Cl:1][C:2]1[N:7]=[C:6]([NH2:8])[N:5]=[C:4]([NH:9][CH2:10][C:11]2[C:16]([CH3:17])=[C:15]([O:18][CH3:19])[C:14]([CH3:20])=[CH:13][N:12]=2)[C:3]=1[NH2:21].[N:22]([O-])=O.[Na+]>>[Cl:1][C:2]1[C:3]2[N:21]=[N:22][N:9]([CH2:10][C:11]3[C:16]([CH3:17])=[C:15]([O:18][CH3:19])[C:14]([CH3:20])=[CH:13][N:12]=3)[C:4]=2[N:5]=[C:6]([NH2:8])[N:7]=1 |f:1.2|. Reported procedure: A solution of 6-chloro-N4-(4-methoxy-3,5-dimethyl-pyridin-2-ylmethyl)-pyrimidine-2,4,5-triamine was treated with a cold aqueous solution of NaNO2, following the general procedure 2. HPLC RT was 3.597 min. 1HNMR (CDCl3): δ 8.22 (s, 1H), 7.12 (broad t, 1H), 4.61 (s, 2H), 4.56–4.55 (d, 2H), 3.80 (s, 3H), 3.00 (s, 2H), 2.29 (s, 3H), 2.27 (s, 3H).